This data is from the Open Reaction Database (ORD), a public repository of structured organic reaction records. The task is: describe an organic reaction: reactants, conditions, products, and yield The reactants are Cc1ccc(S(=O)(=O)n2cc(CN(C)C(=O)OC(C)(C)C)cc2Br)cn1, COCCOC, OB(O)c1cccnc1F, [Na+], [Na+], O=C([O-])[O-], O, c1ccc(P(c2ccccc2)(c2ccccc2)[Pd](P(c2ccccc2)(c2ccccc2)c2ccccc2)(P(c2ccccc2)(c2ccccc2)c2ccccc2)P(c2ccccc2)(c2ccccc2)c2ccccc2)cc1. Yields the product Cc1ccc(S(=O)(=O)n2cc(CN(C)C(=O)OC(C)(C)C)cc2-c2cccnc2F)cn1. RXN SMILES: [C:1]([CH3:2])([CH3:3])([CH3:4])[O:5][C:6]([N:7]([CH3:8])[CH2:9][c:10]1[cH:11][n:12]([S:16](=[O:17])(=[O:18])[c:19]2[cH:20][n:21][c:22]([CH3:25])[cH:23][cH:24]2)[c:13]([Br:15])[cH:14]1)=[O:26].[CH3:43][O:44][CH2:45][CH2:46][O:47][CH3:48].[F:27][c:28]1[n:29][cH:30][cH:31][cH:32][c:33]1[B:34]([OH:35])[OH:36].[Na+:37].[Na+:38].[O-:39][C:40](=[O:41])[O-:42].[OH2:49].[cH:50]1[cH:51][cH:52][c:53]([P:54]([Pd:55]([P:56]([c:57]2[cH:58][cH:59][cH:60][cH:61][cH:62]2)([c:63]2[cH:64][cH:65][cH:66][cH:67][cH:68]2)[c:69]2[cH:70][cH:71][cH:72][cH:73][cH:74]2)([P:75]([c:76]2[cH:77][cH:78][cH:79][cH:80][cH:81]2)([c:82]2[cH:83][cH:84][cH:85][cH:86][cH:87]2)[c:88]2[cH:89][cH:90][cH:91][cH:92][cH:93]2)[P:94]([c:95]2[cH:96][cH:97][cH:98][cH:99][cH:100]2)([c:101]2[cH:102][cH:103][cH:104][cH:105][cH:106]2)[c:107]2[cH:108][cH:109][cH:110][cH:111][cH:112]2)([c:113]2[cH:114][cH:115][cH:116][cH:117][cH:118]2)[c:119]2[cH:120][cH:121][cH:122][cH:123][cH:124]2)[cH:125][cH:126]1>>[C:1]([CH3:2])([CH3:3])([CH3:4])[O:5][C:6]([N:7]([CH3:8])[CH2:9][c:10]1[cH:11][n:12]([S:16](=[O:17])(=[O:18])[c:19]2[cH:20][n:21][c:22]([CH3:25])[cH:23][cH:24]2)[c:13](-[c:33]2[c:28]([F:27])[n:29][cH:30][cH:31][cH:32]2)[cH:14]1)=[O:26].